Dataset: the Open Reaction Database (ORD), a public repository of structured organic reaction records. Task: describe an organic reaction: reactants, conditions, products, and yield Product: CCn1c2ccccc2c2cccc(C(=O)OC)c21. The reactants are CCBr, [H-], [Na+], CN(C)C=O, COC(=O)c1cccc2c1[nH]c1ccccc12. RXN SMILES: [Br:20][CH2:21][CH3:22].[H-:19].[Na+:18].[O:23]=[CH:24][N:25]([CH3:26])[CH3:27].[c:1]1([C:14](=[O:15])[O:16][CH3:17])[cH:2][cH:3][cH:4][c:5]2[c:6]3[cH:7][cH:8][cH:9][cH:10][c:11]3[nH:12][c:13]12>>[c:1]1([C:14](=[O:15])[O:16][CH3:17])[cH:2][cH:3][cH:4][c:5]2[c:6]3[cH:7][cH:8][cH:9][cH:10][c:11]3[n:12]([CH2:21][CH3:22])[c:13]12. The reactants are C(C)(=O)Cl (acetyl chloride), [N+](=O)([O-])C1=C(C(C(=O)O)=CC=C1)C(=O)O (3-Nitrophthalic acid). Solvent: CO (MeOH). Conditions: time 1 hour. Product: COC(C=1C(C(=O)O)=C(C=CC1)[N+](=O)[O-])=O (3-Nitrophthalic acid 1-methyl ester). As a reaction SMILES: [C:1](Cl)(=O)C.[N+:5]([C:8]1[CH:16]=[CH:15][CH:14]=[C:10]([C:11]([OH:13])=[O:12])[C:9]=1[C:17]([OH:19])=[O:18])([O-:7])=[O:6]>CO>[CH3:1][O:12][C:11](=[O:13])[C:10]1[C:9](=[C:8]([N+:5]([O-:7])=[O:6])[CH:16]=[CH:15][CH:14]=1)[C:17]([OH:19])=[O:18]. Procedure details: To MeOH (100 ml) at 0° C. was added acetyl chloride (14.5 mL, 203.4 mmol) and the solution stirred at rt for 1 h. 3-Nitrophthalic acid (25.7 g, 121.7 mmol) was added and the mixture heated at reflux for 22 h. The reaction was cooled to rt and partitioned between water (80 mL) and EtOAc (3×80 mL). The combined organic phase was dried (MgSO4) and solvent removed in vacuo to give the title compound: Data in agreement with previous reports (Roger, M. E.; Averill, B. A. J. Org. Chem. 1986, 51, 3308-3... Starting materials: COCCN1CCN(c2cc(OC)c(N)cc2C)CC1, CO, COc1ccc(-c2nc3ccccn3c2-c2ccnc(Cl)n2)cc1C(=O)Nc1c(F)cccc1F, ClCCl, OC(F)(F)CF, N, Cc1ccc(S(=O)(=O)O)cc1. The product is COCCN1CCN(c2cc(OC)c(Nc3nccc(-c4c(-c5ccc(OC)c(C(=O)Nc6c(F)cccc6F)c5)nc5ccccn45)n3)cc2C)CC1. Reaction SMILES: [CH3:36][c:37]1[c:38]([N:46]2[CH2:47][CH2:48][N:49]([CH2:52][CH2:53][O:54][CH3:55])[CH2:50][CH2:51]2)[cH:39][c:40]([O:44][CH3:45])[c:41]([NH2:42])[cH:43]1.[CH3:74][OH:75].[Cl:1][c:2]1[n:3][cH:4][cH:5][c:6](-[c:8]2[c:9](-[c:17]3[cH:18][cH:19][c:20]([O:34][CH3:35])[c:21]([C:22](=[O:23])[NH:24][c:25]4[c:26]([F:32])[cH:27][cH:28][cH:29][c:30]4[F:31])[cH:33]3)[n:10][c:11]3[n:12]2[cH:13][cH:14][cH:15][cH:16]3)[n:7]1.[Cl:76][CH2:77][Cl:78].[F:67][CH2:68][C:69]([F:70])([F:71])[OH:72].[NH3:73].[c:56]1([CH3:57])[cH:58][cH:59][c:60]([S:61]([OH:62])(=[O:63])=[O:64])[cH:65][cH:66]1>>[c:2]1([NH:42][c:41]2[c:40]([O:44][CH3:45])[cH:39][c:38]([N:46]3[CH2:47][CH2:48][N:49]([CH2:52][CH2:53][O:54][CH3:55])[CH2:50][CH2:51]3)[c:37]([CH3:36])[cH:43]2)[n:3][cH:4][cH:5][c:6](-[c:8]2[c:9](-[c:17]3[cH:18][cH:19][c:20]([O:34][CH3:35])[c:21]([C:22](=[O:23])[NH:24][c:25]4[c:26]([F:32])[cH:27][cH:28][cH:29][c:30]4[F:31])[cH:33]3)[n:10][c:11]3[n:12]2[cH:13][cH:14][cH:15][cH:16]3)[n:7]1. The reactants are CC(C)(C)P(C(C)(C)C)C(C)(C)C, Cc1ccccc1, O=C1c2ccccc2C(=O)c2cc(Cl)ccc21, [F-], [K+], C1COCCO1, O=C(C=Cc1ccccc1)C=Cc1ccccc1, O=C(C=Cc1ccccc1)C=Cc1ccccc1, O=C(C=Cc1ccccc1)C=Cc1ccccc1, OB(O)c1ccccc1, [Pd], [Pd]. Product: O=C1c2ccccc2C(=O)c2cc(-c3ccccc3)ccc21. Reaction SMILES: [C:29]([P:30]([C:31]([CH3:32])([CH3:33])[CH3:34])[C:35]([CH3:36])([CH3:37])[CH3:38])([CH3:39])([CH3:40])[CH3:41].[CH3:104][c:105]1[cH:106][cH:107][cH:108][cH:109][cH:110]1.[Cl:1][c:2]1[cH:3][c:4]2[c:13]([cH:14][cH:15]1)[C:12](=[O:16])[c:11]1[c:6]([cH:7][cH:8][cH:9][cH:10]1)[C:5]2=[O:17].[F-:27].[K+:28].[O:42]1[CH2:43][CH2:44][O:45][CH2:46][CH2:47]1.[O:50]=[C:51]([CH:52]=[CH:53][c:54]1[cH:55][cH:56][cH:57][cH:58][cH:59]1)[CH:60]=[CH:61][c:62]1[cH:63][cH:64][cH:65][cH:66][cH:67]1.[O:68]=[C:69]([CH:70]=[CH:71][c:72]1[cH:73][cH:74][cH:75][cH:76][cH:77]1)[CH:78]=[CH:79][c:80]1[cH:81][cH:82][cH:83][cH:84][cH:85]1.[O:86]=[C:87]([CH:88]=[CH:89][c:90]1[cH:91][cH:92][cH:93][cH:94][cH:95]1)[CH:96]=[CH:97][c:98]1[cH:99][cH:100][cH:101][cH:102][cH:103]1.[OH:18][B:19]([OH:20])[c:21]1[cH:22][cH:23][cH:24][cH:25][cH:26]1.[Pd:48].[Pd:49]>>[c:2]1(-[c:21]2[cH:22][cH:23][cH:24][cH:25][cH:26]2)[cH:3][c:4]2[c:13]([cH:14][cH:15]1)[C:12](=[O:16])[c:11]1[c:6]([cH:7][cH:8][cH:9][cH:10]1)[C:5]2=[O:17]. Reactants: C1CCC2=NCCCN2CC1, CN(C)C=O, OCCS, O=[N+]([O-])c1ccc(S(=O)(=O)NC(CNc2cc(-c3ccc4cnccc4c3)no2)Cc2c[nH]c3ccccc23)cc1. Yields the product NC(CNc1cc(-c2ccc3cnccc3c2)no1)Cc1c[nH]c2ccccc12. RXN SMILES: [N:42]1=[C:52]2[N:46]([CH2:45][CH2:44][CH2:43]1)[CH2:47][CH2:48][CH2:49][CH2:50][CH2:51]2.[O:57]=[CH:58][N:59]([CH3:60])[CH3:61].[SH:53][CH2:54][CH2:55][OH:56].[nH:1]1[cH:2][c:3]([CH2:10][CH:11]([CH2:12][NH:13][c:14]2[cH:15][c:16](-[c:19]3[cH:20][c:21]4[cH:22][cH:23][n:24][cH:25][c:26]4[cH:27][cH:28]3)[n:17][o:18]2)[NH:29][S:30]([c:31]2[cH:32][cH:33][c:34]([N+:35]([O-:36])=[O:37])[cH:38][cH:39]2)(=[O:40])=[O:41])[c:4]2[cH:5][cH:6][cH:7][cH:8][c:9]12>>[nH:1]1[cH:2][c:3]([CH2:10][CH:11]([CH2:12][NH:13][c:14]2[cH:15][c:16](-[c:19]3[cH:20][c:21]4[cH:22][cH:23][n:24][cH:25][c:26]4[cH:27][cH:28]3)[n:17][o:18]2)[NH2:29])[c:4]2[cH:5][cH:6][cH:7][cH:8][c:9]12.